describe an organic reaction: reactants, conditions, products, and yield From a dataset of the Open Reaction Database (ORD), a public repository of structured organic reaction records. The reactants are CCOCC, CN(C)C=O, Cc1ccccc1, C=C(Cl)CCl, [NH2-], [Na], N#CC(c1ccccc1)c1ccccc1. The product is C=C(Cl)CC(C#N)(c1ccccc1)c1ccccc1. RXN SMILES: [CH3:30][CH2:31][O:32][CH2:33][CH3:34].[CH3:35][N:36]([CH3:37])[CH:38]=[O:39].[CH3:3][c:4]1[cH:5][cH:6][cH:7][cH:8][cH:9]1.[Cl:25][C:26](=[CH2:27])[CH2:28][Cl:29].[NH2-:2].[Na:1].[c:10]1([CH:16]([C:17]#[N:18])[c:19]2[cH:20][cH:21][cH:22][cH:23][cH:24]2)[cH:11][cH:12][cH:13][cH:14][cH:15]1>>[c:10]1([C:16]([C:17]#[N:18])([c:19]2[cH:20][cH:21][cH:22][cH:23][cH:24]2)[CH2:28][C:26]([Cl:25])=[CH2:27])[cH:11][cH:12][cH:13][cH:14][cH:15]1. Starting materials: C(C=C)N1C2=C(NC(C(C1)C)=O)C=NC(=N2)Cl ((rac)-9-allyl-2-chloro-7-methyl-5,7,8,9-tetrahydro-pyrimido[4,5-b][1,4]diazepin-6-one), IC (iodomethane), oil, [H-].[Na+] (sodium hydride). Run in CN(C=O)C (N,N-dimethyl-formamide). Conditions: time 2 hour. The product is C(C=C)N1C2=C(N(C(C(C1)C)=O)C)C=NC(=N2)Cl ((rac)-9-allyl-2-chloro-5,7-dimethyl-5,7,8,9-tetrahydro-pyrimido[4,5-b][1,4]diazepin-6-one). The yield is 100.3%. RXN SMILES: [CH2:1]([N:4]1[CH2:10][CH:9]([CH3:11])[C:8](=[O:12])[NH:7][C:6]2[CH:13]=[N:14][C:15]([Cl:17])=[N:16][C:5]1=2)[CH:2]=[CH2:3].I[CH3:19].[H-].[Na+]>CN(C)C=O>[CH2:1]([N:4]1[CH2:10][CH:9]([CH3:11])[C:8](=[O:12])[N:7]([CH3:19])[C:6]2[CH:13]=[N:14][C:15]([Cl:17])=[N:16][C:5]1=2)[CH:2]=[CH2:3] |f:2.3|. Procedure: To a mixture of 1.37 g (0.00542 mole) of (rac)-9-allyl-2-chloro-7-methyl-5,7,8,9-tetrahydro-pyrimido[4,5-b][1,4]diazepin-6-one (VI-65), 0.51 mL (0.00813 mole) of iodomethane and 15 mL of N,N-dimethyl-formamide at 0 degrees, was added 0.33 g (0.00813 mole) of 60% oil dispersion of sodium hydride. The mixture was stirred at 0 degrees for 2 hours and then partitioned between ethyl acetate and water. The aqueous phase was extracted with ethyl acetate. The combined organic phases were washed successi... Starting materials: [Br-], CC[Mg+], C1CCOC1, CON(C)C(=O)c1ccc(Cl)cc1Nc1ccccc1Cl. The product is CCC(=O)c1ccc(Cl)cc1Nc1ccccc1Cl. Reaction SMILES: [Br-:22].[CH2:23]([CH3:24])[Mg+:25].[CH2:26]1[O:27][CH2:28][CH2:29][CH2:30]1.[Cl:1][c:2]1[cH:3][c:4]([NH:14][c:15]2[c:16]([Cl:21])[cH:17][cH:18][cH:19][cH:20]2)[c:5]([C:6](=[O:7])[N:8]([O:9][CH3:10])[CH3:11])[cH:12][cH:13]1>>[Cl:1][c:2]1[cH:3][c:4]([NH:14][c:15]2[c:16]([Cl:21])[cH:17][cH:18][cH:19][cH:20]2)[c:5]([C:6](=[O:7])[CH2:23][CH3:24])[cH:12][cH:13]1.